This data is from the Open Reaction Database (ORD), a public repository of structured organic reaction records. The task is: describe an organic reaction: reactants, conditions, products, and yield Yields the product C=CCCCC1CC(OC(=O)c2ccccc2)CC(OC)(C2CSC(=O)N2Cc2ccc(OC)cc2)O1. The reactants are Cc1ccccc1, CN(C)c1ccncc1, CCN(C(C)C)C(C)C, O=C(Cl)c1c(Cl)cc(Cl)cc1Cl, O=C(O)c1ccccc1, C=CCCCC1CC(O)CC(OC)(C2CSC(=O)N2Cc2ccc(OC)cc2)O1. As a reaction SMILES: [CH3:60][c:61]1[cH:62][cH:63][cH:64][cH:65][cH:66]1.[CH3:67][N:68]([c:69]1[cH:70][cH:71][n:72][cH:73][cH:74]1)[CH3:75].[CH:10]([N:11]([CH:12]([CH3:13])[CH3:14])[CH2:15][CH3:16])([CH3:17])[CH3:18].[Cl:19][c:20]1[cH:21][c:22]([Cl:23])[cH:24][c:25]([Cl:26])[c:27]1[C:28]([Cl:29])=[O:30].[OH:1][C:2](=[O:3])[c:4]1[cH:5][cH:6][cH:7][cH:8][cH:9]1.[OH:31][CH:32]1[CH2:33][C:34]([O:43][CH3:44])([CH:45]2[N:46]([CH2:51][c:52]3[cH:53][cH:54][c:55]([O:58][CH3:59])[cH:56][cH:57]3)[C:47](=[O:50])[S:48][CH2:49]2)[O:35][CH:36]([CH2:38][CH2:39][CH2:40][CH:41]=[CH2:42])[CH2:37]1>>[O:1]([C:2](=[O:3])[c:4]1[cH:5][cH:6][cH:7][cH:8][cH:9]1)[CH:32]1[CH2:33][C:34]([O:43][CH3:44])([CH:45]2[N:46]([CH2:51][c:52]3[cH:53][cH:54][c:55]([O:58][CH3:59])[cH:56][cH:57]3)[C:47](=[O:50])[S:48][CH2:49]2)[O:35][CH:36]([CH2:38][CH2:39][CH2:40][CH:41]=[CH2:42])[CH2:37]1. Starting materials: [OH-].[Na+] (sodium hydroxide), BrC(C(=O)C=1C=C2CCC(NC2=CC1)=O)Br (6-dibromoacetyl-3,4-dihydrocarbostyril). The solvent is O (water). Yields the product C(=O)(O)C=1C=C2CCC(NC2=CC1)=O (6-carboxy-3,4-dihydrocarbostyril). Yield: 54.5%. Reaction SMILES: [OH-:1].[Na+].BrC(Br)[C:5]([C:7]1[CH:8]=[C:9]2[C:14](=[CH:15][CH:16]=1)[NH:13][C:12](=[O:17])[CH2:11][CH2:10]2)=[O:6]>O>[C:5]([C:7]1[CH:8]=[C:9]2[C:14](=[CH:15][CH:16]=1)[NH:13][C:12](=[O:17])[CH2:11][CH2:10]2)([OH:6])=[O:1] |f:0.1|. Procedure: Into 250 ml of water, 26 g sodium hydroxide was dissolved, then at a temperature of 90°-100° C. and under stirring condition, 35 g of 6-dibromoacetyl-3,4-dihydrocarbostyril was added thereinto and reacted for 3 hours. After the reaction was completed, the reaction mixture was cooled and insoluble matters formed in the mixture were removed by filtration. The mother liquor was acidified with concentrated hydrochloric acid and the crystals precipitated were collected by filtration and washed with w... The reactants are C(C)(=O)NC(CNS(=O)(=O)C=1C=2C=CN=CC2C=CC1)C (N-(2-acetylaminopropyl)-5-isoquinolinesulfonamide), C(Cl)(Cl)Cl (chloroform). Solvent: Cl (hydrochloride). Conditions: time 36 hour. Product: NC(CNS(=O)(=O)C=1C=2C=CN=CC2C=CC1)C (N-(2-aminopropyl)-5-isoquinolinesulfonamide). Isolated yield 55.6%. RXN SMILES: C([NH:4][CH:5]([CH3:21])[CH2:6][NH:7][S:8]([C:11]1[C:12]2[CH:13]=[CH:14][N:15]=[CH:16][C:17]=2[CH:18]=[CH:19][CH:20]=1)(=[O:10])=[O:9])(=O)C.C(Cl)(Cl)Cl>Cl>[NH2:4][CH:5]([CH3:21])[CH2:6][NH:7][S:8]([C:11]1[C:12]2[CH:13]=[CH:14][N:15]=[CH:16][C:17]=2[CH:18]=[CH:19][CH:20]=1)(=[O:10])=[O:9]. Procedure: In 50 ml of 10% hydrochloride was dissolved 3.0 g of N-(2-acetylaminopropyl)-5-isoquinolinesulfonamide as obtained above, and the mixture was stirred at a temperature of 90° C. to 100° C. for 36 hours. The reaction solution was washed with chloroform, rendered alkaline with 1N sodium hydroxide and extracted with chloroform. The chloroform layer was washed with water, dried with anhydrous magnesium sulfate, and the chloroform was distilled threfrom under reduced pressure. The residue thus obtaine...